This data is from the Open Reaction Database (ORD), a public repository of structured organic reaction records. The task is: describe an organic reaction: reactants, conditions, products, and yield Starting materials: C(=O)C1CCN(CC1)C(=O)OC(C)(C)C (tert-Butyl 4-formylpiperidine-1-carboxylate), C(C)(=O)O.O.C(C)(=O)OCC (Acetic acid water ethyl acetate), S=C1NC(SC1)=O (4-thioxo-1,3-thiazolidin-2-one), CC(C)([O-])C.[K+] (potassium tert-butoxide). The solvent is C(C)O (ethanol). Conditions: temperature 80 celsius, time 4 hour. The product is O=C1S\C(\C(N1)=S)=C/C1CCN(CC1)C(=O)OC(C)(C)C (tert-butyl 4-[(Z)-(2-oxo-4-thioxo-1,3-thiazolidin-5-ylidene)methyl]piperidine-1-carboxylate). The yield is 66.6%. As a reaction SMILES: [CH:1]([CH:3]1[CH2:8][CH2:7][N:6]([C:9]([O:11][C:12]([CH3:15])([CH3:14])[CH3:13])=[O:10])[CH2:5][CH2:4]1)=O.[S:16]=[C:17]1[CH2:21][S:20][C:19](=[O:22])[NH:18]1.CC(C)([O-])C.[K+].C(O)(=O)C.O.C(OCC)(=O)C>C(O)C>[O:22]=[C:19]1[NH:18][C:17](=[S:16])/[C:21](=[CH:1]/[CH:3]2[CH2:8][CH2:7][N:6]([C:9]([O:11][C:12]([CH3:15])([CH3:14])[CH3:13])=[O:10])[CH2:5][CH2:4]2)/[S:20]1 |f:2.3,4.5.6|. Procedure details: tert-Butyl 4-formylpiperidine-1-carboxylate (7.6 g) and 4-thioxo-1,3-thiazolidin-2-one (4.98 g) were suspended in ethanol (200 mL), potassium tert-butoxide (4.80 g) was added, and the reaction mixture was stirred at 80° C. for 4 hr. Acetic acid/water/ethyl acetate were added to the reaction mixture, and the organic layer was separated, washed with saturated aqueous sodium hydrogen carbonate solution and saturated brine, and dried over anhydrous magnesium sulfate, and the solvent was evaporated u... The reactants are CC=1OCC(N1)(CO)C (2,4-dimethyl-4-hydroxymethyl-2-oxazoline), C1(=CC=CC=C1)P(C1=CC=CC=C1)C1=CC=CC=C1 (triphenylphosphine), BrN1C(CCC1=O)=O (N-bromosuccinimide). Run in ClCCl (dichloromethane). Conditions: time 8 hour. Product: CC=1OCC(N1)(CBr)C (2,4-Dimethyl-4-bromomethyl-2-oxazoline). Reaction SMILES: [CH3:1][C:2]1[O:3][CH2:4][C:5]([CH3:9])([CH2:7]O)[N:6]=1.C1(P(C2C=CC=CC=2)C2C=CC=CC=2)C=CC=CC=1.[Br:29]N1C(=O)CCC1=O>ClCCl>[CH3:1][C:2]1[O:3][CH2:4][C:5]([CH3:9])([CH2:7][Br:29])[N:6]=1. Procedure details: A solution of 40.1 g (310 mmol) of 2,4-dimethyl-4-hydroxymethyl-2-oxazoline (J. Nys and J. Libeer, Bull. Soco Chim. Belg., 65, 377 (1956)) and 85.5 g (326 mmol) of triphenylphosphine in 400 ml of dichloromethane is mixed at 0° C. in portions with 58.0 g (326 mmol) of N-bromosuccinimide and then stirred overnight at room temperature. The solution is concentrated by evaporation and the residue is pulverized with tert-butyl methyl ether. A precipitate develops, which is separated and washed with te... The product is N1(CCNCC1)C1=C(C=C(C(=O)O)C=C1)C(F)(F)F (4-(piperazin-1-yl)-3-trifluoromethyl-benzoic acid). Run in O (water), C(C)O (ethanol). Procedure details: 37.9 g (195 mmol) piperazine hexahydrate are refluxed for 2 hours with 12.4 g (66 mmol) 4-fluoro-3-trifluoromethyl-benzonitrile suspended in 40 ml of ethanol. Then 13.7 ml (261 mmol) 50% sodium hydroxide solution and 13.7 ml of water are added and the mixture is refluxed for a further 3.5 hours and kept at ambient temperature for a further 15 hours. Then 43.5 ml of conc. hydrochloric acid are added and the mixture is cooled to 10° C. for 30 minutes with stirring. The precipitate obtained is suct... Run at temperature 10 celsius, time 15 hour. Reactants: [OH-].[Na+] (sodium hydroxide), O.O.O.O.O.O.N1CCNCC1 (piperazine hexahydrate), FC1=C(C=C(C#N)C=C1)C(F)(F)F (4-fluoro-3-trifluoromethyl-benzonitrile), Cl (hydrochloric acid). Reaction SMILES: [OH2:1].[OH2:2].O.O.O.O.[NH:7]1[CH2:12][CH2:11][NH:10][CH2:9][CH2:8]1.F[C:14]1[CH:21]=[CH:20][C:17]([C:18]#N)=[CH:16][C:15]=1[C:22]([F:25])([F:24])[F:23].[OH-].[Na+].Cl>C(O)C.O>[N:7]1([C:14]2[CH:21]=[CH:20][C:17]([C:18]([OH:2])=[O:1])=[CH:16][C:15]=2[C:22]([F:25])([F:24])[F:23])[CH2:12][CH2:11][NH:10][CH2:9][CH2:8]1 |f:0.1.2.3.4.5.6,8.9|. The reactants are OBO, Clc1cccc(Cl)c1, CCOC(=O)C=C(C)c1ccc(I)cc1. Yields the product CCOC(=O)C=C(C)c1ccc(-c2cc(Cl)cc(Cl)c2)cc1. RXN SMILES: [BH:16]([OH:17])[OH:18].[Cl:19][c:20]1[cH:21][cH:22][cH:23][c:24]([Cl:26])[cH:25]1.[I:1][c:2]1[cH:3][cH:4][c:5]([C:8](=[CH:9][C:10](=[O:11])[O:12][CH2:13][CH3:14])[CH3:15])[cH:6][cH:7]1>>[c:2]1(-[c:22]2[cH:21][c:20]([Cl:19])[cH:25][c:24]([Cl:26])[cH:23]2)[cH:3][cH:4][c:5]([C:8](=[CH:9][C:10](=[O:11])[O:12][CH2:13][CH3:14])[CH3:15])[cH:6][cH:7]1. Reactants: IC (Iodomethane), NC1=C(C(=C(C(=O)OC)C=C1)C)[N+](=O)[O-] (methyl 4-amino-2-methyl-3-nitrobenzoate), [H-].[Na+] (sodium hydride). Run in O1CCCC1 (tetrahydrofuran). Conditions: time 18 hour. Product: CC1=C(C(=O)OC)C=CC(=C1[N+](=O)[O-])NC (methyl 2-methyl-4-(methylamino)-3-nitrobenzoate). Isolated yield 72.3%. As a reaction SMILES: I[CH3:2].[NH2:3][C:4]1[CH:13]=[CH:12][C:7]([C:8]([O:10][CH3:11])=[O:9])=[C:6]([CH3:14])[C:5]=1[N+:15]([O-:17])=[O:16].[H-].[Na+]>O1CCCC1>[CH3:14][C:6]1[C:5]([N+:15]([O-:17])=[O:16])=[C:4]([NH:3][CH3:2])[CH:13]=[CH:12][C:7]=1[C:8]([O:10][CH3:11])=[O:9] |f:2.3|. Procedure details: Iodomethane (125 uL, 2.0 mmol) was added to a mixture of the methyl 4-amino-2-methyl-3-nitrobenzoate (400 mg, 1.9 mmol) and sodium hydride (60% oil dispersion, 84 mg, 2.1 mmol) in tetrahydrofuran (10 mL) at 0° C. The reaction mixture was slowly warmed to room temperature and stirred for 18 hours. The reaction mixture was quenched with saturated aqueous ammonium chloride solution and extracted with ethyl acetate. The combined extract was washed with water (2×30 mL), brine (30 mL), dried over sodi... Starting materials: CCOC(C)=O, O=CO, Cc1ccc(O)c(N)c1, [Na+], O, O=C([O-])O. Product: Cc1ccc(O)c(NC=O)c1. RXN SMILES: [CH3:13][CH2:14][O:15][C:16](=[O:17])[CH3:18].[CH:10](=[O:11])[OH:12].[NH2:1][c:2]1[cH:3][c:4]([CH3:9])[cH:5][cH:6][c:7]1[OH:8].[Na+:19].[OH2:24].[OH:20][C:21](=[O:22])[O-:23]>>[NH:1]([c:2]1[cH:3][c:4]([CH3:9])[cH:5][cH:6][c:7]1[OH:8])[CH:10]=[O:11].